describe an organic reaction: reactants, conditions, products, and yield From a dataset of the Open Reaction Database (ORD), a public repository of structured organic reaction records. The reactants are [H-].[Al+3].[Li+].[H-].[H-].[H-] (Lithium aluminium hydride), solution, C(C)N(CCCOC1=CC=C(C=C1)C1(CCOCC1)C#N)C (4-(4-{3-[ethyl(methyl)amino]propoxy}phenyl)tetrahydro-2H-pyran-4-carbonitrile). Solvent: O1CCCC1 (tetrahydrofuran), O1CCCC1 (tetrahydrofuran). Product: NCC1(CCOCC1)C1=CC=C(OCCCN(C)CC)C=C1 (3-{4-[4-(aminomethyl)tetrahydro-2H-pyran-4-yl]phenoxy}-N-ethyl-N-methylpropan-1-amine). Yield: 95.5%. Reaction SMILES: [H-].[Al+3].[Li+].[H-].[H-].[H-].[CH2:7]([N:9]([CH3:28])[CH2:10][CH2:11][CH2:12][O:13][C:14]1[CH:19]=[CH:18][C:17]([C:20]2([C:26]#[N:27])[CH2:25][CH2:24][O:23][CH2:22][CH2:21]2)=[CH:16][CH:15]=1)[CH3:8]>O1CCCC1>[NH2:27][CH2:26][C:20]1([C:17]2[CH:18]=[CH:19][C:14]([O:13][CH2:12][CH2:11][CH2:10][N:9]([CH2:7][CH3:8])[CH3:28])=[CH:15][CH:16]=2)[CH2:25][CH2:24][O:23][CH2:22][CH2:21]1 |f:0.1.2.3.4.5|. Procedure details: Lithium aluminium hydride (9.93 ml of a 1M solution in tetrahydrofuran, 9.93 mmol) was added to a solution of 4-(4-{3-[ethyl(methyl)amino]propoxy}phenyl)tetrahydro-2H-pyran-4-carbonitrile (2.0 g, 6.6 mmol) in tetrahydrofuran (10 ml) at 0° C. under N2. The reaction mixture was warmed to room temperature over 18 h and then quenched by the sequential addition of water (0.4 ml), 2M NaOH solution (0.4 ml) and water (0.4 ml). The mixture was filtered through arbocel and concentrated in vacuo to yield ... Starting materials: Cl.COC1=CC=C(C=C1)[C@@H]1SC2=C(N(C([C@@H]1O)=O)CCN(CC)C)C=CC(=C2)Cl ((±)-cis-2-(4-methoxyphenyl)-3-hydroxy-5-[2-(N-methyl-N-ethylamino)ethyl]-8-chloro-2,3-dihydro-1,5-benzothiazepin-4(5H)-one hydrochloride), C(C)(=O)OC(C)=O (acetic anhydride). The solvent is C(C)(=O)O (acetic acid). The product is Cl.COC1=CC=C(C=C1)[C@@H]1SC2=C(N(C([C@@H]1OC(C)=O)=O)CCN(CC)C)C=CC(=C2)Cl ((±)-cis-2-(4-methoxyphenyl)-3-acetoxy-5-[2-(N-methyl-N-ethylamino)ethyl]-8-chloro-2,3-dihydro-1,5-benzothiazepin-4(5H)-one hydrochloride). As a reaction SMILES: Cl.[CH3:2][O:3][C:4]1[CH:9]=[CH:8][C:7]([C@H:10]2[C@@H:16]([OH:17])[C:15](=[O:18])[N:14]([CH2:19][CH2:20][N:21]([CH3:24])[CH2:22][CH3:23])[C:13]3[CH:25]=[CH:26][C:27]([Cl:29])=[CH:28][C:12]=3[S:11]2)=[CH:6][CH:5]=1.[C:30](OC(=O)C)(=[O:32])[CH3:31]>C(O)(=O)C>[ClH:29].[CH3:2][O:3][C:4]1[CH:5]=[CH:6][C:7]([C@H:10]2[C@@H:16]([O:17][C:30](=[O:32])[CH3:31])[C:15](=[O:18])[N:14]([CH2:19][CH2:20][N:21]([CH3:24])[CH2:22][CH3:23])[C:13]3[CH:25]=[CH:26][C:27]([Cl:29])=[CH:28][C:12]=3[S:11]2)=[CH:8][CH:9]=1 |f:0.1,4.5|. Procedure: A mixture of 0.9 g of (±)-cis-2-(4-methoxyphenyl)-3-hydroxy-5-[2-(N-methyl-N-ethylamino)ethyl]-8-chloro-2,3-dihydro-1,5-benzothiazepin-4(5H)-one hydrochloride, 5 ml of acetic anhydride and 5 ml of acetic acid is treated in the same manner as described in Example 6. The crude product thus obtained is recrystallized from a mixture of chloroform, ethanol and ether. 0.9 g of (±)-cis-2-(4-methoxyphenyl)-3-acetoxy-5-[2-(N-methyl-N-ethylamino)ethyl]-8-chloro-2,3-dihydro-1,5-benzothiazepin-4(5H)-one hyd... Starting materials: NC1=C(C2=C(CN(CC2)C(=O)OCCC#C)S1)C(C1=C(C=CC=C1)Cl)=O (2-amino-3-(2-chlorobenzoyl)-6-(3-butynyloxycarbonyl)-4,5,6,7-tetrahydro-thieno[2,3-C]pyridine), N1=CC=CC=C1 (pyridine), O (water), BrC(C(=O)Br)C (2-bromopropionyl bromide). The solvent is O1CCOCC1 (dioxane). The product is BrC(C(=O)NC1=C(C2=C(CN(CC2)C(=O)OCCC#C)S1)C(C1=C(C=CC=C1)Cl)=O)C (2-(2-Bromopropionylamino)-3-(2-chlorobenzoyl)-6-(3-butynyloxycarbonyl)-4,5,6,7-tetrahydro-thieno[2,3-C]pyridine). Yield: 65.4%. Reaction SMILES: [NH2:1][C:2]1[S:17][C:5]2[CH2:6][N:7]([C:10]([O:12][CH2:13][CH2:14][C:15]#[CH:16])=[O:11])[CH2:8][CH2:9][C:4]=2[C:3]=1[C:18](=[O:26])[C:19]1[CH:24]=[CH:23][CH:22]=[CH:21][C:20]=1[Cl:25].N1C=CC=CC=1.[Br:33][CH:34]([CH3:38])[C:35](Br)=[O:36].O>O1CCOCC1>[Br:33][CH:34]([CH3:38])[C:35]([NH:1][C:2]1[S:17][C:5]2[CH2:6][N:7]([C:10]([O:12][CH2:13][CH2:14][C:15]#[CH:16])=[O:11])[CH2:8][CH2:9][C:4]=2[C:3]=1[C:18](=[O:26])[C:19]1[CH:24]=[CH:23][CH:22]=[CH:21][C:20]=1[Cl:25])=[O:36]. Procedure: 1.35 g of 2-amino-3-(2-chlorobenzoyl)-6-(3-butynyloxycarbonyl)-4,5,6,7-tetrahydro-thieno[2,3-C]pyridine was dissolved in 20 ml of dioxane, to which 0.33 g of pyridine was added, followed by dropping at 0° C. 0.90 g of 2-bromopropionyl bromide. After completion of the reaction, the reaction mixture was charged into water, extracted with dichloromethane and dried with anhydrous magnesium sulfate, after which the solvent was distilled off under reduced pressure. The resultant residue was purified b... Reactants: ClC=1C=C(C=CC1)C1C(=C(NC(=C1C(=O)O)C)C)C(=O)OCC (4-(3-chlorophenyl)-3-(ethoxycarbonyl)-2,6-dimethyl-1,4-dihydropyridine-5-carboxylic acid), C(=O)(N1C=NC=C1)N1C=NC=C1 (carbonyldiimidazole), C1CCOC1 (THF). Conditions: time 3 hour. Product: ClC=1C=C(C=CC1)C1C(=C(NC(=C1C(=O)OCCO)C)C)C(=O)OCC (Ethyl 4-(3-chlorophenyl)-5-(2-hydroxyethoxycarbonyl)-2,6-dimethyl-1,4-dihydropyridine-3-carboxylate). Reaction SMILES: [Cl:1][C:2]1[CH:3]=[C:4]([CH:8]2[C:13]([C:14]([OH:16])=[O:15])=[C:12]([CH3:17])[NH:11][C:10]([CH3:18])=[C:9]2[C:19]([O:21][CH2:22][CH3:23])=[O:20])[CH:5]=[CH:6][CH:7]=1.C(N1C=CN=C1)(N1[CH:30]=[CH:29]N=C1)=O.C1C[O:39]CC1>>[Cl:1][C:2]1[CH:3]=[C:4]([CH:8]2[C:9]([C:19]([O:21][CH2:22][CH2:23][OH:39])=[O:20])=[C:10]([CH3:18])[NH:11][C:12]([CH3:17])=[C:13]2[C:14]([O:16][CH2:29][CH3:30])=[O:15])[CH:5]=[CH:6][CH:7]=1. Procedure details: 3.4 g (10 mmol) of 4-(3-chlorophenyl)-3-(ethoxycarbonyl)-2,6-dimethyl-1,4-dihydropyridine-5-carboxylic acid and 2 g (10 mmol) of carbonyldiimidazole are stirred overnight at room temperature in 50 ml of abs. THF. The mixture is evaporated, the residue is taken up in 50 ml of ethyl acetate and the mixture is washed twice with 50 ml of water each time. After drying over Na2SO4, the solvent is distilled off and the residue (3.55 g) is dissolved in 10 ml of abs. THF. After addition of 100 ml of ethy...